From a dataset of the Open Reaction Database (ORD), a public repository of structured organic reaction records. describe an organic reaction: reactants, conditions, products, and yield Starting materials: CCOC(=O)COc1ccc(SCC=C(c2ccc(Cl)cc2)c2ccc(Cl)cc2)cc1C(F)(F)F, CCO, [Na+], [OH-]. The product is O=C(O)COc1ccc(SCC=C(c2ccc(Cl)cc2)c2ccc(Cl)cc2)cc1C(F)(F)F. RXN SMILES: [CH2:1]([CH3:2])[O:3][C:4]([CH2:5][O:6][c:7]1[c:8]([C:31]([F:32])([F:33])[F:34])[cH:9][c:10]([S:13][CH2:14][CH:15]=[C:16]([c:17]2[cH:18][cH:19][c:20]([Cl:23])[cH:21][cH:22]2)[c:24]2[cH:25][cH:26][c:27]([Cl:30])[cH:28][cH:29]2)[cH:11][cH:12]1)=[O:35].[CH3:38][CH2:39][OH:40].[Na+:37].[OH-:36]>>[O:3]=[C:4]([CH2:5][O:6][c:7]1[c:8]([C:31]([F:32])([F:33])[F:34])[cH:9][c:10]([S:13][CH2:14][CH:15]=[C:16]([c:17]2[cH:18][cH:19][c:20]([Cl:23])[cH:21][cH:22]2)[c:24]2[cH:25][cH:26][c:27]([Cl:30])[cH:28][cH:29]2)[cH:11][cH:12]1)[OH:35].